From a dataset of the Open Reaction Database (ORD), a public repository of structured organic reaction records. describe an organic reaction: reactants, conditions, products, and yield The reactants are O=C=NCc1ccccc1, ClCCl, CCOC(C)=O, Nc1cccc(CC2CCCC=C2c2nc(-c3ccccc3)c(-c3ccccc3)o2)c1. Product: O=C(NCc1ccccc1)Nc1cccc(CC2CCCC=C2c2nc(-c3ccccc3)c(-c3ccccc3)o2)c1. Reaction SMILES: [CH2:32]([c:33]1[cH:34][cH:35][cH:36][cH:37][cH:38]1)[N:39]=[C:40]=[O:41].[CH2:42]([Cl:43])[Cl:44].[CH3:45][CH2:46][O:47][C:48]([CH3:49])=[O:50].[c:1]1(-[c:7]2[n:8][c:9]([C:18]3=[CH:23][CH2:22][CH2:21][CH2:20][CH:19]3[CH2:24][c:25]3[cH:26][c:27]([NH2:31])[cH:28][cH:29][cH:30]3)[o:10][c:11]2-[c:12]2[cH:13][cH:14][cH:15][cH:16][cH:17]2)[cH:2][cH:3][cH:4][cH:5][cH:6]1>>[c:1]1(-[c:7]2[n:8][c:9]([C:18]3=[CH:23][CH2:22][CH2:21][CH2:20][CH:19]3[CH2:24][c:25]3[cH:26][c:27]([NH:31][C:40]([NH:39][CH2:32][c:33]4[cH:34][cH:35][cH:36][cH:37][cH:38]4)=[O:41])[cH:28][cH:29][cH:30]3)[o:10][c:11]2-[c:12]2[cH:13][cH:14][cH:15][cH:16][cH:17]2)[cH:2][cH:3][cH:4][cH:5][cH:6]1. Reactants: C(CCCCCCC)(=O)C1=CC=C(C(C(=O)O)=C1)O (5-n-octanoylsalicylic acid), ice, C(C)(=O)OC(C)=O (acetic anhydride). The reagents and catalysts are S(O)(O)(=O)=O (sulphuric acid). Conditions: temperature 100 celsius. Yields the product C(C)(=O)OC1=C(C(=O)O)C=C(C=C1)C(CCCCCCC)=O (2-Acetyloxy-5-n-Octanoylbenzoic Acid). Isolated yield 85.0%. As a reaction SMILES: [C:1]([C:10]1[CH:18]=[C:14]([C:15]([OH:17])=[O:16])[C:13]([OH:19])=[CH:12][CH:11]=1)(=[O:9])[CH2:2][CH2:3][CH2:4][CH2:5][CH2:6][CH2:7][CH3:8].[C:20](OC(=O)C)(=[O:22])[CH3:21]>S(=O)(=O)(O)O>[C:20]([O:19][C:13]1[CH:12]=[CH:11][C:10]([C:1](=[O:9])[CH2:2][CH2:3][CH2:4][CH2:5][CH2:6][CH2:7][CH3:8])=[CH:18][C:14]=1[C:15]([OH:17])=[O:16])(=[O:22])[CH3:21]. Procedure: 1 g of 5-n-octanoylsalicylic acid is suspended in 15 ml of acetic anhydride. After addition of 2 drops of concentrated sulphuric acid the solution is heated to 100° C. for 15 minutes. The solution is poured onto 150 ml of crushed ice. After extracting with ether, washing the organic phase with the water, drying over sodium sulphate and evaporating, 1 g of a white crystalline product is obtained. The yield is 85%. The recrystallization is done from a 50/50 mixture of toluene and petroleum ether. ... Reactants: OCC[N+](C)(C)C (choline), C1(CC1)N1C=C(C(C2=CC(=C(C(=C12)F)N1CC(CC1)N1N=CN=C1)F)=O)C(=O)O (1-cyclopropyl-6,8-difluoro-7-[3-(1,2,4-triazol-1-yl) pyrrolidin-1-yl]-1,4-dihydro-4-oxoquinoline-3-carboxylic acid). Solvent: CO (methanol), CO (methanol), O (water). Product: C[N+](CCO)(C)C.C1(CC1)N1C=C(C(C2=CC(=C(C(=C12)F)N1CC(CC1)N1N=CN=C1)F)=O)C(=O)[O-] (N,N,N-Trimethyl-N-(2-hydroxyethyl)-ammonium 1-cyclopropyl -6,8-difluoro-7-[3-(1,2,4-triazol-1-yl)pyrrolidin-1-yl]-1,4-dihydro-4-oxoquinoline-3-carboxylate). As a reaction SMILES: [CH:1]1([N:4]2[C:13]3[C:8](=[CH:9][C:10]([F:25])=[C:11]([N:15]4[CH2:19][CH2:18][CH:17]([N:20]5[CH:24]=[N:23][CH:22]=[N:21]5)[CH2:16]4)[C:12]=3[F:14])[C:7](=[O:26])[C:6]([C:27]([OH:29])=[O:28])=[CH:5]2)[CH2:3][CH2:2]1.[OH:30][CH2:31][CH2:32][N+:33]([CH3:36])([CH3:35])[CH3:34]>CO.O>[CH3:34][N+:33]([CH3:36])([CH3:35])[CH2:32][CH2:31][OH:30].[CH:1]1([N:4]2[C:13]3[C:8](=[CH:9][C:10]([F:25])=[C:11]([N:15]4[CH2:19][CH2:18][CH:17]([N:20]5[CH:24]=[N:23][CH:22]=[N:21]5)[CH2:16]4)[C:12]=3[F:14])[C:7](=[O:26])[C:6]([C:27]([O-:29])=[O:28])=[CH:5]2)[CH2:2][CH2:3]1 |f:4.5|. Reported procedure: To a suspension of 100.25 mg (0.25 mmol) of 1-cyclopropyl-6,8-difluoro-7-[3-(1,2,4-triazol-1-yl) pyrrolidin-1-yl]-1,4-dihydro-4-oxoquinoline-3-carboxylic acid in 0.625 ml of methanol and 0.2 ml of water was added at room temperature slowly 0.075 ml of 45% choline in methanol. The solution was stirred at room temperature for an additional hour and after being through a cotton filter, the supernatant was evaporated to dryness under reduced pressure (30° C.). The residue was crystallized from aceto... Solvent: C1(=CC=CC=C1)C (toluene). The product is BrC1=CC=C(C=C1)C1=CC=C(C=C1)C1=C(N=C(N1)[C@H]1N(C[C@H](C1)C)C(=O)OC(C)(C)C)C ((2S,4S)-tert-butyl 2-(5-(4′-bromo-[1,1′-biphenyl]-4-yl)-4-methyl-1H-imidazol-2-yl)-4-methylpyrrolidine-1-carboxylate). The yield is 43.6%. The reagents and catalysts are C=1C=CC(=CC1)[P](C=2C=CC=CC2)(C=3C=CC=CC3)[Pd]([P](C=4C=CC=CC4)(C=5C=CC=CC5)C=6C=CC=CC6)([P](C=7C=CC=CC7)(C=8C=CC=CC8)C=9C=CC=CC9)[P](C=1C=CC=CC1)(C=1C=CC=CC1)C=1C=CC=CC1 (Pd(PPh3)4). The reactants are IC1=C(N=C(N1)[C@H]1N(C[C@H](C1)C)C(=O)OC(C)(C)C)C (tert-butyl (2S,4S)-2-(5-iodo-4-methyl-1H-imidazol-2-yl)-4-methyl-pyrrolidine-1-carboxylate), [O-]P(=O)([O-])[O-].[K+].[K+].[K+] (K3PO4), CO (methanol), BrC1=CC=C(C=C1)C1=CC=C(C=C1)B(O)O ([4-(4-bromophenyl)phenyl]boronic acid). Run at temperature 75 celsius. Procedure details: To a solution of tert-butyl (2S,4S)-2-(5-iodo-4-methyl-1H-imidazol-2-yl)-4-methyl-pyrrolidine-1-carboxylate (289 mg, 0.7387 mmol) in 6 mL of 5:1 toluene:methanol is sequentially added [4-(4-bromophenyl)phenyl]boronic acid (346.7 mg, 1.252 mmol), K3PO4 (199.3 mg, 0.9389 mmol) and Pd(PPh3)4 (71.85 mg, 0.06218 mmol). The reaction mixture is heated at 75° C. for 3 hours. The reaction mixture is concentrated, diluted with ethyl acetate, and washed with water and brine. The organic layer is concentrat... RXN SMILES: I[C:2]1[NH:6][C:5]([C@@H:7]2[CH2:11][C@H:10]([CH3:12])[CH2:9][N:8]2[C:13]([O:15][C:16]([CH3:19])([CH3:18])[CH3:17])=[O:14])=[N:4][C:3]=1[CH3:20].CO.[Br:23][C:24]1[CH:29]=[CH:28][C:27]([C:30]2[CH:35]=[CH:34][C:33](B(O)O)=[CH:32][CH:31]=2)=[CH:26][CH:25]=1.[O-]P([O-])([O-])=O.[K+].[K+].[K+]>C1(C)C=CC=CC=1.C1C=CC([P]([Pd]([P](C2C=CC=CC=2)(C2C=CC=CC=2)C2C=CC=CC=2)([P](C2C=CC=CC=2)(C2C=CC=CC=2)C2C=CC=CC=2)[P](C2C=CC=CC=2)(C2C=CC=CC=2)C2C=CC=CC=2)(C2C=CC=CC=2)C2C=CC=CC=2)=CC=1>[Br:23][C:24]1[CH:25]=[CH:26][C:27]([C:30]2[CH:35]=[CH:34][C:33]([C:2]3[NH:6][C:5]([C@@H:7]4[CH2:11][C@H:10]([CH3:12])[CH2:9][N:8]4[C:13]([O:15][C:16]([CH3:19])([CH3:18])[CH3:17])=[O:14])=[N:4][C:3]=3[CH3:20])=[CH:32][CH:31]=2)=[CH:28][CH:29]=1 |f:3.4.5.6,^1:57,59,78,97|.